From a dataset of the Open Reaction Database (ORD), a public repository of structured organic reaction records. describe an organic reaction: reactants, conditions, products, and yield Reactants: NC1=NN(C=C1)CCCCO (3-amino-1-(4-hydroxybutyl)pyrazole), C1(=CC=CC=C1)N=C=S (phenylisothiocyanate). Run in C(C)#N (acetonitrile). Conditions: time 17 hour. Yields the product OCCCCN1N=C(C=C1)NC(=S)NC1=CC=CC=C1 (1-(4-hydroxybutyl)-3-(3-phenylthioureido)pyrazole). The yield is 28.9%. Reaction SMILES: [NH2:1][C:2]1[CH:6]=[CH:5][N:4]([CH2:7][CH2:8][CH2:9][CH2:10][OH:11])[N:3]=1.[C:12]1([N:18]=[C:19]=[S:20])[CH:17]=[CH:16][CH:15]=[CH:14][CH:13]=1>C(#N)C>[OH:11][CH2:10][CH2:9][CH2:8][CH2:7][N:4]1[CH:5]=[CH:6][C:2]([NH:1][C:19]([NH:18][C:12]2[CH:17]=[CH:16][CH:15]=[CH:14][CH:13]=2)=[S:20])=[N:3]1. Procedure: To a solution of 3-amino-1-(4-hydroxybutyl)pyrazole (1.0 g.) in dry acetonitrile (3 ml.) was slowly added phenylisothiocyanate (0.95 g.) and the mixture was stirred at room temperature for 17 hours. The solvent was evaporated and the residue purified by column chromatography on silica gel using EtOAc as eluant to give 1-(4-hydroxybutyl)-3-(3-phenylthioureido)pyrazole (0.54 g.; 29%), m.p. 112°-117°.